This data is from the Open Reaction Database (ORD), a public repository of structured organic reaction records. The task is: describe an organic reaction: reactants, conditions, products, and yield Starting materials: C(C)(=O)C=1N(C(C2=CC=C(C=C2C1C1=CC=CC=C1)Br)=O)CC1=CC=C(C(=O)N(C)OC)C=C1 (4-(3-acetyl-6-bromo-1-oxo-4-phenyl-1H-isoquinolin-2-ylmethyl)-N-methoxy-N-methylbenzamide), C[Mg]Br (methyl magnesium bromide), [Cl-].[NH4+] (ammonium chloride). Solvent: O1CCCC1 (tetrahydrofuran). Reaction conditions: time 2 hour. Yields the product C(C)(=O)C=1N(C(C2=CC=C(C=C2C1C1=CC=CC=C1)Br)=O)CC1=CC=C(C=C1)C(C)=O (3-acetyl-2-(4-acetylbenzyl)-6-bromo-4-phenyl-2H-isoquinolin-1-one). Yield: 87.0%. RXN SMILES: [C:1]([C:4]1[N:5]([CH2:22][C:23]2[CH:34]=[CH:33][C:26]([C:27](N(OC)C)=[O:28])=[CH:25][CH:24]=2)[C:6](=[O:21])[C:7]2[C:12]([C:13]=1[C:14]1[CH:19]=[CH:18][CH:17]=[CH:16][CH:15]=1)=[CH:11][C:10]([Br:20])=[CH:9][CH:8]=2)(=[O:3])[CH3:2].[CH3:35][Mg]Br.[Cl-].[NH4+]>O1CCCC1>[C:1]([C:4]1[N:5]([CH2:22][C:23]2[CH:34]=[CH:33][C:26]([C:27](=[O:28])[CH3:35])=[CH:25][CH:24]=2)[C:6](=[O:21])[C:7]2[C:12]([C:13]=1[C:14]1[CH:19]=[CH:18][CH:17]=[CH:16][CH:15]=1)=[CH:11][C:10]([Br:20])=[CH:9][CH:8]=2)(=[O:3])[CH3:2] |f:2.3|. Procedure: To a solution of 4-(3-acetyl-6-bromo-1-oxo-4-phenyl-1H-isoquinolin-2-ylmethyl)-N-methoxy-N-methylbenzamide (330 mg) in tetrahydrofuran (10 ml) was added methyl magnesium bromide (3M tetrahydrofuran solution, 0.64 ml) under ice-cooling and the mixture was stirred for 2 hrs. under ice-cooling. The reaction solution was poured into saturated aqueous ammonium chloride solution, extracted with ethyl acetate, washed with saturated brine and dried by adding sodium sulfate. The solvent was evaporated un...